This data is from the Open Reaction Database (ORD), a public repository of structured organic reaction records. The task is: describe an organic reaction: reactants, conditions, products, and yield The reactants are O=[N+]([O-])c1cnc(OCC(F)(F)F)c(Br)c1, CC1(C)OB(C2=CCCC2)OC1(C)C, [K+], [K+], O=C([O-])[O-], CN(C)C=O, O. The product is O=[N+]([O-])c1cnc(OCC(F)(F)F)c(C2=CCCC2)c1. Reaction SMILES: [Br:1][c:2]1[c:3]([O:11][CH2:12][C:13]([F:14])([F:15])[F:16])[n:4][cH:5][c:6]([N+:8](=[O:9])[O-:10])[cH:7]1.[C:17]1([B:22]2[O:23][C:24]([CH3:25])([CH3:26])[C:27]([CH3:28])([CH3:29])[O:30]2)=[CH:18][CH2:19][CH2:20][CH2:21]1.[K+:31].[K+:32].[O-:33][C:34]([O-:35])=[O:36].[O:38]=[CH:39][N:40]([CH3:41])[CH3:42].[OH2:37]>>[c:2]1([C:17]2=[CH:18][CH2:19][CH2:20][CH2:21]2)[c:3]([O:11][CH2:12][C:13]([F:14])([F:15])[F:16])[n:4][cH:5][c:6]([N+:8](=[O:9])[O-:10])[cH:7]1. Reactants: BrC(=CC1=CC=C(C=C1)CC[C@@H]1CC[C@H](CC1)CCCCC)Br (β,β-dibromo-p-[2-(trans-4-pentylcyclohexyl)ethyl]styrene), solution, C(CCC)[Li] (butyl lithium), CN(P(N(C)C)(N(C)C)=O)C (hexamethylphosphoric acid triamide), C(CCC)I (butyl iodide). Run in O1CCCC1 (tetrahydrofuran), O (water), CCCCCC (hexane). Conditions: time 90 minute. The product is residue, C(#CCCC)C1=CC=C(C=C1)CC[C@@H]1CC[C@H](CC1)CCCCC (1-(1-pentynyl)-4-[2-(trans-4-pentylcyclohexyl)ethyl]benzene). Yield: 81.0%. Reaction SMILES: Br[C:2](Br)=[CH:3][C:4]1[CH:9]=[CH:8][C:7]([CH2:10][CH2:11][C@H:12]2[CH2:17][CH2:16][C@H:15]([CH2:18][CH2:19][CH2:20][CH2:21][CH3:22])[CH2:14][CH2:13]2)=[CH:6][CH:5]=1.[CH2:24]([Li])[CH2:25][CH2:26]C.CN(C)P(=O)(N(C)C)N(C)C.C(I)CCC>O1CCCC1.CCCCCC.O>[C:3]([C:4]1[CH:9]=[CH:8][C:7]([CH2:10][CH2:11][C@H:12]2[CH2:17][CH2:16][C@H:15]([CH2:18][CH2:19][CH2:20][CH2:21][CH3:22])[CH2:14][CH2:13]2)=[CH:6][CH:5]=1)#[C:2][CH2:24][CH2:25][CH3:26]. Procedure details: A solution of 1.42 g of β,β-dibromo-p-[2-(trans-4-pentylcyclohexyl)ethyl]styrene (prepared according to Example 5) in 32 ml of absolute tetrahydrofuran was placed at about 31 45° C. in a sulphonation flask under argon gasification and treated within 5 minutes with 8.0 ml of a 1.2N solution of butyl lithium in hexane. After completed addition, the reaction mixture was stirred at this temperature for a further 90 minutes, before it was treated at -40° C. in sequence with 3.2 ml of hexamethylphosph...